Dataset: the Open Reaction Database (ORD), a public repository of structured organic reaction records. Task: describe an organic reaction: reactants, conditions, products, and yield Starting materials: CCn1c(C)nc2cc(C(F)(F)F)c(N(C)C)c([N+](=O)[O-])c21, O=[Pt]. Product: CCn1c(C)nc2cc(C(F)(F)F)c(N(C)C)c(N)c21. As a reaction SMILES: [CH3:1][N:2]([c:3]1[c:4]([C:18]([F:19])([F:20])[F:21])[cH:5][c:6]2[c:7]([n:8]([CH2:12][CH3:13])[c:9]([CH3:11])[n:10]2)[c:14]1[N+:15]([O-:16])=[O:17])[CH3:22].[Pt:23]=[O:24]>>[CH3:1][N:2]([c:3]1[c:4]([C:18]([F:19])([F:20])[F:21])[cH:5][c:6]2[c:7]([n:8]([CH2:12][CH3:13])[c:9]([CH3:11])[n:10]2)[c:14]1[NH2:15])[CH3:22]. Starting materials: [N+](=O)([O-])C=1C=C(C=CC1)C(C)S(=O)(=O)[O-].C(CCC)[N+](CCCC)(CCCC)CCCC (tetra-n-butylammonium 1-(3-nitrophenyl)ethanesulphonate). Reagents/catalysts: [Pd] (palladium on charcoal). Solvent: C(C)O (ethanol). Run at temperature 25 celsius, time 2 hour. The product is NC=1C=C(C=CC1)C(C)S(=O)(=O)[O-].C(CCC)[N+](CCCC)(CCCC)CCCC (tetra-n-butylammonium 1-(3-aminophenyl)ethanesulphonate). As a reaction SMILES: [N+:1]([C:4]1[CH:5]=[C:6]([CH:10]([S:12]([O-:15])(=[O:14])=[O:13])[CH3:11])[CH:7]=[CH:8][CH:9]=1)([O-])=O.[CH2:16]([N+:20]([CH2:29][CH2:30][CH2:31][CH3:32])([CH2:25][CH2:26][CH2:27][CH3:28])[CH2:21][CH2:22][CH2:23][CH3:24])[CH2:17][CH2:18][CH3:19]>[Pd].C(O)C>[NH2:1][C:4]1[CH:5]=[C:6]([CH:10]([S:12]([O-:15])(=[O:13])=[O:14])[CH3:11])[CH:7]=[CH:8][CH:9]=1.[CH2:29]([N+:20]([CH2:16][CH2:17][CH2:18][CH3:19])([CH2:21][CH2:22][CH2:23][CH3:24])[CH2:25][CH2:26][CH2:27][CH3:28])[CH2:30][CH2:31][CH3:32] |f:0.1,4.5|. Procedure details: 0.2 g of 5% strength palladium on charcoal is added to a solution of 2.8 g of the laevorotatory isomer of tetra-n-butylammonium 1-(3-nitrophenyl)ethanesulphonate in 50 cm3 of ethanol. The suspension is stirred for 2 hours at a temperature of about 25° C. under a hydrogen atmosphere (100 kPa). The catalyst is filtered off and the filtrate is concentrated to dryness under reduced pressure (2.7 kPa) at 40° C. 2.8 g of the laevorotatory isomer of tetra-n-butylammonium 1-(3-aminophenyl)ethanesulphona... RXN SMILES: C([O:3][C:4](=[O:39])[CH2:5][CH2:6][CH2:7][O:8][C:9]1[CH:14]=[CH:13][CH:12]=[C:11]([CH2:15][CH2:16][CH2:17][CH2:18][CH2:19][CH2:20][O:21][C:22]2[CH:27]=[C:26](Br)[CH:25]=[C:24]([CH2:29][C:30]#[N:31])[CH:23]=2)[C:10]=1[CH2:32][CH2:33][C:34]([O:36]CC)=[O:35])C.[S:40]1[CH:44]=[CH:43][C:42](B(O)O)=[CH:41]1>>[C:34]([CH2:33][CH2:32][C:10]1[C:11]([CH2:15][CH2:16][CH2:17][CH2:18][CH2:19][CH2:20][O:21][C:22]2[CH:27]=[C:26]([C:42]3[CH:43]=[CH:44][S:40][CH:41]=3)[CH:25]=[C:24]([CH2:29][C:30]#[N:31])[CH:23]=2)=[CH:12][CH:13]=[CH:14][C:9]=1[O:8][CH2:7][CH2:6][CH2:5][C:4]([OH:3])=[O:39])([OH:36])=[O:35]. Product: C(=O)(O)CCC1=C(OCCCC(=O)O)C=CC=C1CCCCCCOC1=CC(=CC(=C1)C1=CSC=C1)CC#N (4-{2-(2-Carboxy-ethyl)-3-[6-(3-cyanomethyl-5-thiophen-3-yl-phenoxy)-hexyl]-phenoxy}-butyric acid). Reported procedure: The title compound was prepared according to general method described in step 4 by reaction of 4-[3-[6-(3-cyanomethyl-5-bromo-phenoxy)-hexyl]-2-(2-ethoxycarbonyl-ethyl)-phenoxy]-butyric acid ethyl ester with thiophene-3-boronic acid. LC/MS indicated a purity of 100% as measured by UV 214 nM. Calculated for C31H36NO6S (M+H)1+ 550.22. found 550.20. The reactants are C(C)OC(CCCOC1=C(C(=CC=C1)CCCCCCOC1=CC(=CC(=C1)Br)CC#N)CCC(=O)OCC)=O (4-[3-[6-(3-cyanomethyl-5-bromo-phenoxy)-hexyl]-2-(2-ethoxycarbonyl-ethyl)-phenoxy]-butyric acid ethyl ester), S1C=C(C=C1)B(O)O (thiophene-3-boronic acid). The reactants are C1(CC1)C1=CC(=NC=2N1N=CC2C(=O)O)C2=CC=C(C=C2)C(F)(F)F (7-cyclopropyl-5-(4-trifluoromethyl-phenyl)-pyrazolo[1,5-a]pyrimidine-3-carboxylic acid), CS(=O)(=O)C=1C=C(C=CC1)N (3-methanesulfonyl-phenylamine). Yields the product CS(=O)(=O)C=1C=C(C=CC1)NC(=O)C=1C=NN2C1N=C(C=C2C2CC2)C2=CC=C(C=C2)C(F)(F)F (7-Cyclopropyl-5-(4-trifluoromethyl-phenyl)-pyrazolo[1,5-a]pyrimidine-3-carboxylic acid(3-methanesulfonyl-phenyl)-amide). As a reaction SMILES: [CH:1]1([C:4]2[N:9]3[N:10]=[CH:11][C:12]([C:13]([OH:15])=O)=[C:8]3[N:7]=[C:6]([C:16]3[CH:21]=[CH:20][C:19]([C:22]([F:25])([F:24])[F:23])=[CH:18][CH:17]=3)[CH:5]=2)[CH2:3][CH2:2]1.[CH3:26][S:27]([C:30]1[CH:31]=[C:32]([NH2:36])[CH:33]=[CH:34][CH:35]=1)(=[O:29])=[O:28]>>[CH3:26][S:27]([C:30]1[CH:31]=[C:32]([NH:36][C:13]([C:12]2[CH:11]=[N:10][N:9]3[C:4]([CH:1]4[CH2:3][CH2:2]4)=[CH:5][C:6]([C:16]4[CH:21]=[CH:20][C:19]([C:22]([F:23])([F:24])[F:25])=[CH:18][CH:17]=4)=[N:7][C:8]=23)=[O:15])[CH:33]=[CH:34][CH:35]=1)(=[O:28])=[O:29]. Procedure details: The title compound was prepared from 7-cyclopropyl-5-(4-trifluoromethyl-phenyl)-pyrazolo[1,5-a]pyrimidine-3-carboxylic acid (example C.29) and 3-methanesulfonyl-phenylamine according to general procedure II. Pale-yellow solid. MS (ISP) 501.3 [(M+H)+]; mp 231-234° C. Starting materials: BrC1C(C2=CC=C(C=C2C1)C#C)=O (2-bromo-5-ethynylindan-1-one), C(C1=CC=CC=C1)(=S)N (thiobenzamide). Product: Br.C(#C)C1=CC=2CC3C(N=C(S3)C3=CC=CC=C3)(C2C=C1)O (6-Ethynyl-2-phenyl-8,8a-dihydroindeno[1,2-d]thiazol-3a-ol hydrobromide). Reaction SMILES: [Br:1][CH:2]1[CH2:10][C:9]2[C:4](=[CH:5][CH:6]=[C:7]([C:11]#[CH:12])[CH:8]=2)[C:3]1=[O:13].[C:14]([NH2:22])(=[S:21])[C:15]1[CH:20]=[CH:19][CH:18]=[CH:17][CH:16]=1>>[BrH:1].[C:11]([C:7]1[CH:6]=[CH:5][C:4]2[C:3]3([OH:13])[N:22]=[C:14]([C:15]4[CH:20]=[CH:19][CH:18]=[CH:17][CH:16]=4)[S:21][CH:2]3[CH2:10][C:9]=2[CH:8]=1)#[CH:12] |f:2.3|. Procedure: This compound is prepared analogously to the process described in Example 1c using 2-bromo-5-ethynylindan-1-one and thiobenzamide; melting point: 133-134° C. (dec.). The product is COc1cc2nccc(Sc3ccc(NC(=O)Oc4ccccc4)s3)c2cc1OC. Reactants: COc1cc2nccc(Sc3ccc(N)s3)c2cc1OC, CCOC(C)=O, O=C(Cl)Oc1ccccc1, C1CCOC1, O, c1ccncc1. RXN SMILES: [CH3:1][O:2][c:3]1[cH:4][c:5]2[c:6]([S:15][c:16]3[cH:17][cH:18][c:19]([NH2:21])[s:20]3)[cH:7][cH:8][n:9][c:10]2[cH:11][c:12]1[O:13][CH3:14].[CH3:38][CH2:39][O:40][C:41](=[O:42])[CH3:43].[Cl:28][C:29](=[O:30])[O:31][c:32]1[cH:33][cH:34][cH:35][cH:36][cH:37]1.[O:44]1[CH2:45][CH2:46][CH2:47][CH2:48]1.[OH2:49].[cH:22]1[cH:23][cH:24][n:25][cH:26][cH:27]1>>[CH3:1][O:2][c:3]1[cH:4][c:5]2[c:6]([S:15][c:16]3[cH:17][cH:18][c:19]([NH:21][C:29](=[O:30])[O:31][c:32]4[cH:33][cH:34][cH:35][cH:36][cH:37]4)[s:20]3)[cH:7][cH:8][n:9][c:10]2[cH:11][c:12]1[O:13][CH3:14]. Starting materials: CC1=C(C=C(C=C1)C)NC1=C(C=NC=2N1N=CC2C(=O)O)C(=O)N2CCC1(CC2)COC2=C1C=CC=C2F (7-(2,5-Dimethylphenylamino)-6-(7-fluoro-2H-spiro[benzofuran-3,4′-piperidine]-1′-ylcarbonyl)pyrazolo[1,5-a]pyrimidine-3-carboxylic acid), C(C)S(=O)(=O)N (ethanesulfonamide). Product: CC1=C(C=C(C=C1)C)NC1=C(C=NC=2N1N=CC2C(=O)NS(=O)(=O)CC)C(=O)N2CCC1(CC2)COC2=C1C=CC=C2F (N-[7-(2,5-Dimethylphenylamino)-6-(7-fluoro-2H-spiro[benzofuran-3,4′-piperidine]-1′-ylcarbonyl)pyrazolo[1,5-a]pyrimidine-3-carbonyl]ethanesulfonamide). Isolated yield 66.2%. Reaction SMILES: [CH3:1][C:2]1[CH:7]=[CH:6][C:5]([CH3:8])=[CH:4][C:3]=1[NH:9][C:10]1[N:15]2[N:16]=[CH:17][C:18]([C:19](O)=[O:20])=[C:14]2[N:13]=[CH:12][C:11]=1[C:22]([N:24]1[CH2:29][CH2:28][C:27]2([C:33]3[CH:34]=[CH:35][CH:36]=[C:37]([F:38])[C:32]=3[O:31][CH2:30]2)[CH2:26][CH2:25]1)=[O:23].[CH2:39]([S:41]([NH2:44])(=[O:43])=[O:42])[CH3:40]>>[CH3:1][C:2]1[CH:7]=[CH:6][C:5]([CH3:8])=[CH:4][C:3]=1[NH:9][C:10]1[N:15]2[N:16]=[CH:17][C:18]([C:19]([NH:44][S:41]([CH2:39][CH3:40])(=[O:43])=[O:42])=[O:20])=[C:14]2[N:13]=[CH:12][C:11]=1[C:22]([N:24]1[CH2:25][CH2:26][C:27]2([C:33]3[CH:34]=[CH:35][CH:36]=[C:37]([F:38])[C:32]=3[O:31][CH2:30]2)[CH2:28][CH2:29]1)=[O:23]. Reported procedure: In the same manner as in Example 1, step 6 and using 7-(2,5-dimethylphenylamino)-6-(7-fluoro-2H-spiro[benzofuran-3,4′-piperidine]-1′-ylcarbonyl)pyrazolo[1,5-a]pyrimidine-3-carboxylic acid (0.063 g, 0.122 mmol) obtained in step 2 and ethanesulfonamide (0.066 g, 0.610 mmol), the title compound (0.049 g, 66%) was obtained. As a reaction SMILES: [CH3:1][N:2]1[C@@H:7]2[C@@H:8]3[O:10][C@@H:9]3[C@H:3]1[CH2:4][CH:5]([O:11][C:12]([C:14]([OH:25])([C:20]1[S:24][CH:23]=[CH:22][CH:21]=1)[C:15]1[S:19][CH:18]=[CH:17][CH:16]=1)=[O:13])[CH2:6]2.[CH3:26][S:27]([O:30]C)(=[O:29])=[O:28]>C(#N)C>[CH3:1][N+:2]1([CH3:26])[C@@H:3]2[C@@H:9]3[O:10][C@@H:8]3[C@H:7]1[CH2:6][C@@H:5]([O:11][C:12]([C:14]([OH:25])([C:15]1[S:19][CH:18]=[CH:17][CH:16]=1)[C:20]1[S:24][CH:23]=[CH:22][CH:21]=1)=[O:13])[CH2:4]2.[CH3:26][S:27]([O-:30])(=[O:29])=[O:28] |f:3.4|. The solvent is C(C)#N (acetonitrile). Conditions: temperature 55 celsius. Yields the product C[N+]1([C@@H]2C[C@H](C[C@H]1[C@H]3[C@@H]2O3)OC(=O)C(C4=CC=CS4)(C5=CC=CS5)O)C.CS(=O)(=O)[O-] (Tiotropium Methanesulphonate). Starting materials: CS(=O)(=O)OC (methyl methanesulphonate), CN1[C@@H]2CC(C[C@H]1[C@H]3[C@@H]2O3)OC(=O)C(C4=CC=CS4)(C5=CC=CS5)O (scopine di-(2-thienyl)glycolate), solvent. Procedure: 75.5 g scopine di-(2-thienyl)glycolate are dissolved in 750 ml acetonitrile while heating gently. After the addition of 22 ml of methyl methanesulphonate the mixture is stirred at 55° C. After the reaction has ended about 350 ml solvent distilled off under reduced pressure. The product crystallises out and is filtered off. It is purified by recrystallisation from methanol/acetone. Starting materials: C, CCOC(C)=O, CC(C)(C#N)c1cccc([N+](=O)[O-])c1, [Pd]. Yields the product CC(C)(C#N)c1cccc(N)c1. RXN SMILES: [C:21].[CH3:15][CH2:16][O:17][C:18](=[O:19])[CH3:20].[CH3:1][C:2]([C:3]#[N:4])([CH3:5])[c:6]1[cH:7][c:8]([N+:12]([O-:13])=[O:14])[cH:9][cH:10][cH:11]1.[Pd:22]>>[CH3:1][C:2]([C:3]#[N:4])([CH3:5])[c:6]1[cH:7][c:8]([NH2:12])[cH:9][cH:10][cH:11]1.